This data is from the Open Reaction Database (ORD), a public repository of structured organic reaction records. The task is: describe an organic reaction: reactants, conditions, products, and yield Starting materials: ClCCl, Cc1cccc(CBr)c1F, Nc1ncccc1O, [Na+], [OH-], O. Yields the product Cc1cccc(COc2cccnc2N)c1F. RXN SMILES: [Cl:9][CH2:10][Cl:11].[F:14][c:15]1[c:16]([CH2:17][Br:18])[cH:19][cH:20][cH:21][c:22]1[CH3:23].[NH2:1][c:2]1[n:3][cH:4][cH:5][cH:6][c:7]1[OH:8].[Na+:13].[OH-:12].[OH2:24]>>[NH2:1][c:2]1[n:3][cH:4][cH:5][cH:6][c:7]1[O:8][CH2:17][c:16]1[c:15]([F:14])[c:22]([CH3:23])[cH:21][cH:20][cH:19]1. The reactants are O=S(=O)(Cl)c1ccc(Br)s1, CS(C)=O, COc1cccc2c1c(N)nn2Cc1cccc(C(N)=O)c1, c1ccncc1. The product is COc1cccc2c1c(NS(=O)(=O)c1ccc(Br)s1)nn2Cc1cccc(C(N)=O)c1. Reaction SMILES: [Br:23][c:24]1[cH:25][cH:26][c:27]([S:29](=[O:30])(=[O:31])[Cl:32])[s:28]1.[CH3:33][S:34]([CH3:35])=[O:36].[NH2:1][c:2]1[n:3][n:4]([CH2:13][c:14]2[cH:15][c:16]([C:17](=[O:18])[NH2:19])[cH:20][cH:21][cH:22]2)[c:5]2[cH:6][cH:7][cH:8][c:9]([O:11][CH3:12])[c:10]12.[cH:37]1[cH:38][cH:39][n:40][cH:41][cH:42]1>>[NH:1]([c:2]1[n:3][n:4]([CH2:13][c:14]2[cH:15][c:16]([C:17](=[O:18])[NH2:19])[cH:20][cH:21][cH:22]2)[c:5]2[cH:6][cH:7][cH:8][c:9]([O:11][CH3:12])[c:10]12)[S:29]([c:27]1[cH:26][cH:25][c:24]([Br:23])[s:28]1)(=[O:30])=[O:31]. The reactants are L-(+)-Dimethyl tartrate, C(C)(C)(C)OO (t-butylhydroperoxide), C(C(O)C(O)C(=O)O)(=O)O (tartaric acid), solution, C1(=CC=CC=C1)C(N1N=C(N=N1)C=1C=C(C=CC1)C=CCO)(C1=CC=CC=C1)C1=CC=CC=C1 (3-[3-(2-triphenylmethyl-2H-tetrazol-5-yl)phenyl]-2-propenol). The reagents and catalysts are CC([O-])C.[Ti+4].CC([O-])C.CC([O-])C.CC([O-])C (titanium (IV) isopropoxide). Solvent: C1(=CC=CC=C1)C (toluene), ClCCl (dichloromethane), ClCCl (dichloromethane), C(Cl)(Cl)(Cl)Cl (carbon tetrachloride), ClCCl (dichloromethane). Reaction conditions: time 10 minute. Yields the product C1(=CC=CC=C1)C(N1N=C(N=N1)C=1C=C(C=CC1)[C@H]1[C@H](CO)O1)(C1=CC=CC=C1)C1=CC=CC=C1 ((2S,3S)-3-[3-(2-Triphenylmethyl-2H-tetrazol-5-yl)-phenyl]-2,3-epoxypropanol). Reaction SMILES: [C:1]1([C:7]([C:29]2[CH:34]=[CH:33][CH:32]=[CH:31][CH:30]=2)([C:23]2[CH:28]=[CH:27][CH:26]=[CH:25][CH:24]=2)[N:8]2[N:12]=[N:11][C:10]([C:13]3[CH:14]=[C:15]([CH:19]=[CH:20][CH2:21][OH:22])[CH:16]=[CH:17][CH:18]=3)=[N:9]2)[CH:6]=[CH:5][CH:4]=[CH:3][CH:2]=1.C([O:39]O)(C)(C)C.C(O)(=O)C(C(C(O)=O)O)O>ClCCl.C1(C)C=CC=CC=1.C(Cl)(Cl)(Cl)Cl.CC(C)[O-].[Ti+4].CC(C)[O-].CC(C)[O-].CC(C)[O-]>[C:29]1([C:7]([C:1]2[CH:6]=[CH:5][CH:4]=[CH:3][CH:2]=2)([C:23]2[CH:24]=[CH:25][CH:26]=[CH:27][CH:28]=2)[N:8]2[N:12]=[N:11][C:10]([C:13]3[CH:14]=[C:15]([C@@H:19]4[O:39][C@H:20]4[CH2:21][OH:22])[CH:16]=[CH:17][CH:18]=3)=[N:9]2)[CH:34]=[CH:33][CH:32]=[CH:31][CH:30]=1 |f:6.7.8.9.10|. Procedure details: L-(+)-Dimethyl tartrate (1.85 g) was added in dry dichloromethane (10 ml) dropwise to a stirred solution of titanium (IV) isopropoxide (3.1 ml) in dry dichloromethane (30 ml) at -20° to -25° C. under nitrogen. The solution was stirred for 10 minutes and a solution of 3-[3-(2-triphenylmethyl-2H-tetrazol-5-yl)phenyl]-2-propenol (4.5 g) in dry dichloromethane (20 ml) was added, followed by a 3.7M solution of t-butylhydroperoxide in toluene (6.7 ml), both at -20° to -25° C. The pale orange solution ... Reactants: CC1=CC=CC2=C1SC=C2 (7-methylbenzo[b]thiophene), BrBr (bromine). Solvent: C(Cl)(Cl)Cl (chloroform). Product: BrC=1C2=C(SC1)C(=CC=C2)C (3-Bromo-7-methylbenzo[b]thiophene). The yield is 10.0%. Reaction SMILES: [CH3:1][C:2]1[C:7]2[S:8][CH:9]=[CH:10][C:6]=2[CH:5]=[CH:4][CH:3]=1.[Br:11]Br>C(Cl)(Cl)Cl>[Br:11][C:10]1[C:6]2[CH:5]=[CH:4][CH:3]=[C:2]([CH3:1])[C:7]=2[S:8][CH:9]=1. Reported procedure: 25 g of 7-methylbenzo[b]thiophene are dissolved in chloroform and 27 g of bromine added at room temperature with stirring. After one hour the mixture is poured onto water and the organic phase separated, washed, dried and concentrated under vacuum. The title compound (contaminated with ca. 10% of 4-bromo-7-methylbenzo[b]thiophene) is obtained as an oil following vacuum distillation at 92°-98°/2.6 mbar. Starting materials: ClC1=NC=CC(=C1)N1C=NC=2C1=NC(=CC2)NC2CCC(CC2)O (4-[3-(2-Chloro-pyridin-4-yl)-3H-imidazo[4,5-b]pyridine-5-ylamino]-cyclohexanol), O1C=C(C=C1)B(O)O (3-furyl boronic acid), C(=O)([O-])[O-].[Na+].[Na+] (Na2CO3), N#N (N2), tetakis(triphenylphosphine) palladium. Reported procedure: To 4-[3-(2-Chloro-pyridin-4-yl)-3H-imidazo[4,5-b]pyridine-5-ylamino]-cyclohexanol (1 eq, 100 mg, 0.29 mmol), 3-furyl boronic acid (1.05 eq, 0.3 mmol, 34 mg), Na2CO3 (2 eq, 0.58 mmol, 62 mg) in EtOH (2 ml) and H2O (0.7 ml) under inert atmosphere of N2 is added tetakis(triphenylphosphine) palladium (0.1 eq, 0.029 mmol, 21 mg). The reaction is heated in using microwave radiation at 80° C. for 2 hours. The mixture is diluted with H2O (5 ml) and extracted with EtOAc. The combined organic portions are... RXN SMILES: Cl[C:2]1[CH:7]=[C:6]([N:8]2[C:12]3=[N:13][C:14]([NH:17][CH:18]4[CH2:23][CH2:22][CH:21]([OH:24])[CH2:20][CH2:19]4)=[CH:15][CH:16]=[C:11]3[N:10]=[CH:9]2)[CH:5]=[CH:4][N:3]=1.[O:25]1[CH:29]=[CH:28][C:27](B(O)O)=[CH:26]1.C([O-])([O-])=O.[Na+].[Na+].N#N>CCO.O>[O:25]1[CH:29]=[CH:28][C:27]([C:2]2[CH:7]=[C:6]([N:8]3[C:12]4=[N:13][C:14]([NH:17][CH:18]5[CH2:23][CH2:22][CH:21]([OH:24])[CH2:20][CH2:19]5)=[CH:15][CH:16]=[C:11]4[N:10]=[CH:9]3)[CH:5]=[CH:4][N:3]=2)=[CH:26]1 |f:2.3.4|. Run in O (H2O), CCO (EtOH), O (H2O). The product is O1C=C(C=C1)C1=NC=CC(=C1)N1C=NC=2C1=NC(=CC2)NC2CCC(CC2)O (4-[3-(2-furan-3-yl-pyridin-4-yl)-3H-imidazo[4,5-b]pyridin-5-ylamino]-cyclohexanol). The reactants are C1COCCO1, CC1COCCN1c1nncc2cc(B(O)O)ccc12, CCOC(C)=O, Cc1ccc2c(NC3CC3)noc2c1I, [Na+], [Na+], O=C([O-])[O-], c1ccc(P(c2ccccc2)(c2ccccc2)[Pd](P(c2ccccc2)(c2ccccc2)c2ccccc2)(P(c2ccccc2)(c2ccccc2)c2ccccc2)P(c2ccccc2)(c2ccccc2)c2ccccc2)cc1. Yields the product Cc1ccc2c(NC3CC3)noc2c1-c1ccc2c(N3CCOCC3C)nncc2c1. RXN SMILES: [CH2:42]1[O:43][CH2:44][CH2:45][O:46][CH2:47]1.[CH3:1][CH:2]1[CH2:3][O:4][CH2:5][CH2:6][N:7]1[c:8]1[n:9][n:10][cH:11][c:12]2[cH:13][c:14]([B:18]([OH:19])[OH:20])[cH:15][cH:16][c:17]12.[CH3:48][CH2:49][O:50][C:51]([CH3:52])=[O:53].[CH:21]1([NH:24][c:25]2[n:26][o:27][c:28]3[c:29]2[cH:30][cH:31][c:32]([CH3:35])[c:33]3[I:34])[CH2:22][CH2:23]1.[Na+:36].[Na+:37].[O-:38][C:39](=[O:40])[O-:41].[cH:54]1[cH:55][cH:56][c:57]([P:58]([Pd:59]([P:60]([c:61]2[cH:62][cH:63][cH:64][cH:65][cH:66]2)([c:67]2[cH:68][cH:69][cH:70][cH:71][cH:72]2)[c:73]2[cH:74][cH:75][cH:76][cH:77][cH:78]2)([P:79]([c:80]2[cH:81][cH:82][cH:83][cH:84][cH:85]2)([c:86]2[cH:87][cH:88][cH:89][cH:90][cH:91]2)[c:92]2[cH:93][cH:94][cH:95][cH:96][cH:97]2)[P:98]([c:99]2[cH:100][cH:101][cH:102][cH:103][cH:104]2)([c:105]2[cH:106][cH:107][cH:108][cH:109][cH:110]2)[c:111]2[cH:112][cH:113][cH:114][cH:115][cH:116]2)([c:117]2[cH:118][cH:119][cH:120][cH:121][cH:122]2)[c:123]2[cH:124][cH:125][cH:126][cH:127][cH:128]2)[cH:129][cH:130]1>>[CH3:1][CH:2]1[CH2:3][O:4][CH2:5][CH2:6][N:7]1[c:8]1[n:9][n:10][cH:11][c:12]2[cH:13][c:14](-[c:33]3[c:28]4[o:27][n:26][c:25]([NH:24][CH:21]5[CH2:22][CH2:23]5)[c:29]4[cH:30][cH:31][c:32]3[CH3:35])[cH:15][cH:16][c:17]12. Reactants: Cc1nccn1-c1ccc(C#N)cc1, ClC(Cl)Cl, O=C1CCC(=O)N1Cl. The product is Cc1ncc(Cl)n1-c1ccc(C#N)cc1. As a reaction SMILES: [C:1](#[N:2])[c:3]1[cH:4][cH:5][c:6](-[n:9]2[c:10]([CH3:14])[n:11][cH:12][cH:13]2)[cH:7][cH:8]1.[CH:23]([Cl:24])([Cl:25])[Cl:26].[Cl:15][N:16]1[C:17](=[O:18])[CH2:19][CH2:20][C:21]1=[O:22]>>[C:1](#[N:2])[c:3]1[cH:4][cH:5][c:6](-[n:9]2[c:10]([CH3:14])[n:11][cH:12][c:13]2[Cl:15])[cH:7][cH:8]1. The reactants are COC(C=1C(C(=O)OC)=C(C=CC1)NC1=C(C=CC=C1)OC)=O (3-(2-methoxyphenylamino)phthalic acid dimethyl ester), [OH-].[Na+] (NaOH). The solvent is C(C)O (ethanol). Yields the product COC1=C(C=CC=C1)NC1=C(C(C(=O)O)=CC=C1)C(=O)O (3-(2-Methoxyphenylamino)phthalic acid). The yield is 91.0%. RXN SMILES: C[O:2][C:3](=[O:23])[C:4]1[C:5](=[C:10]([NH:14][C:15]2[CH:20]=[CH:19][CH:18]=[CH:17][C:16]=2[O:21][CH3:22])[CH:11]=[CH:12][CH:13]=1)[C:6]([O:8]C)=[O:7].[OH-].[Na+]>C(O)C>[CH3:22][O:21][C:16]1[CH:17]=[CH:18][CH:19]=[CH:20][C:15]=1[NH:14][C:10]1[CH:11]=[CH:12][CH:13]=[C:4]([C:3]([OH:23])=[O:2])[C:5]=1[C:6]([OH:8])=[O:7] |f:1.2|. Procedure details: A mixture of 3-(2-methoxyphenylamino)phthalic acid dimethyl ester (0.74 g, 2.4 mmol) and 3N NaOH (50 mL) in ethanol (100 mL) was heated to reflux for 90 minutes. The mixture was cooled, and the solvent was removed under vacuum. The residue was dissolved in water (100 mL), washed with ethyl acetate (3×75 mL), acidified (HCl) and extracted with ethyl acetate (3×75 mL). The combined organic extracts were washed with water (3×75 mL), dried (MgSO4), and evaporated, providing 0.61 g in 91% yield: 1H N...